This data is from the Open Reaction Database (ORD), a public repository of structured organic reaction records. The task is: describe an organic reaction: reactants, conditions, products, and yield Reactants: CCCCCCI, [K+], [K+], O=C([O-])[O-], CN(C)C=O, Oc1ccc(-c2ccc(-c3cccs3)cn2)cc1. The product is CCCCCCOc1ccc(-c2ccc(-c3cccs3)cn2)cc1. RXN SMILES: [CH2:25]([CH2:26][CH2:27][CH2:28][CH2:29][CH3:30])[I:31].[K+:19].[K+:20].[O-:21][C:22]([O-:23])=[O:24].[O:32]=[CH:33][N:34]([CH3:35])[CH3:36].[OH:1][c:2]1[cH:3][cH:4][c:5](-[c:8]2[n:9][cH:10][c:11](-[c:14]3[s:15][cH:16][cH:17][cH:18]3)[cH:12][cH:13]2)[cH:6][cH:7]1>>[O:1]([c:2]1[cH:3][cH:4][c:5](-[c:8]2[n:9][cH:10][c:11](-[c:14]3[s:15][cH:16][cH:17][cH:18]3)[cH:12][cH:13]2)[cH:6][cH:7]1)[CH2:25][CH2:26][CH2:27][CH2:28][CH2:29][CH3:30].